Dataset: the Open Reaction Database (ORD), a public repository of structured organic reaction records. Task: describe an organic reaction: reactants, conditions, products, and yield The reactants are B#B (diborane), O(C1=CC=CC=C1)CCCCCCCCCCC(=O)O (11-phenoxyundecanoic acid). The solvent is O1CCCC1 (tetrahydrofuran), O1CCCC1 (tetrahydrofuran). Conditions: time 19 hour. The product is O(C1=CC=CC=C1)CCCCCCCCCCCO (11-Phenoxy-1-undecanol). As a reaction SMILES: B#B.[O:3]([CH2:10][CH2:11][CH2:12][CH2:13][CH2:14][CH2:15][CH2:16][CH2:17][CH2:18][CH2:19][C:20](O)=[O:21])[C:4]1[CH:9]=[CH:8][CH:7]=[CH:6][CH:5]=1>O1CCCC1>[O:3]([CH2:10][CH2:11][CH2:12][CH2:13][CH2:14][CH2:15][CH2:16][CH2:17][CH2:18][CH2:19][CH2:20][OH:21])[C:4]1[CH:9]=[CH:8][CH:7]=[CH:6][CH:5]=1. Procedure: To 100 ml of 1M diborane in tetrahydrofuran under nitrogen chilled in an ice bath is added dropwise 13.92 g of 11-phenoxyundecanoic acid in 50 ml of tetrahydrofuran over 30 minutes. The solution is allowed to stand at room temperature for 19 hours and is poured onto ice. After standing, the mixture is filtered and the solid washed with water to give white crystals, mp 56°-58° C. A sample on recrystallization from ethanol gives white crystals, mp 56.5°-57.5° C. Procedure: 5-iodo-2-methoxybenzoic acid (1.01 g, 3.63 mmol) was dissolved in DMF (8.0 ml) and EDC (0.86 g, 4.5 mmol), HOAt (0.59 g, 4.3 mmol), ammonium chloride (0.79 g, 14.8 mmol), and iPr2NEt (2.0 ml, 11.5 mmol) were added. The reaction was stirred at room temperature under nitrogen overnight, and then poured into water (40 ml), resulting in the formation of a precipitate. The suspension was filtered and the solid was collected. The filtrate was extracted with EtOAc (3×25 ml), and the organic extracts we... Yields the product IC=1C=CC(=C(C(=O)N)C1)OC (5-iodo-2-methoxybenzamide). Yield: 37.8%. The solvent is CN(C)C=O (DMF), O (water). RXN SMILES: [I:1][C:2]1[CH:3]=[CH:4][C:5]([O:11][CH3:12])=[C:6]([CH:10]=1)[C:7](O)=[O:8].C(Cl)CCl.C1C=[N:21]C2N(O)N=NC=2C=1.[Cl-].[NH4+].CCN(C(C)C)C(C)C>CN(C=O)C.O>[I:1][C:2]1[CH:3]=[CH:4][C:5]([O:11][CH3:12])=[C:6]([CH:10]=1)[C:7]([NH2:21])=[O:8] |f:3.4|. Conditions: time 8 hour. Starting materials: C(CCl)Cl (EDC), C1=CC2=C(N=C1)N(N=N2)O (HOAt), [Cl-].[NH4+] (ammonium chloride), CCN(C(C)C)C(C)C (iPr2NEt), IC=1C=CC(=C(C(=O)O)C1)OC (5-iodo-2-methoxybenzoic acid). Reactants: C(C)(C)(C)NS(=O)(=O)C=1C=C(C(=O)Cl)C=CC1Cl (3-tert.-butylsulfamoyl-4-chlorobenzoyl chloride), C(C)(C)OC(C)C (diisopropyl ether), [N+](=[N-])=C (diazomethane), C(C)(C)(C)NS(=O)(=O)C=1C=C(C=CC1Cl)C(C=[N+]=[N-])=O (3'-tert.-butylsulfamoyl-4'-chlorodiazoacetophenone). RXN SMILES: C(NS([C:9]1[CH:10]=[C:11]([CH:15]=[CH:16][C:17]=1[Cl:18])[C:12](Cl)=[O:13])(=O)=O)(C)(C)C.[N+](=[CH2:21])=[N-].C(NS(C1C=C(C(=O)C=[N+]=[N-])C=C[C:35]=1[Cl:36])(=O)=O)(C)(C)C.C(O[CH:46]([CH3:48])[CH3:47])(C)C>>[C:46]([C:9]1[CH:10]=[C:11]([C:12](=[O:13])[CH2:35][Cl:36])[CH:15]=[CH:16][C:17]=1[Cl:18])([CH3:48])([CH3:21])[CH3:47]. Yields the product C(C)(C)(C)C=1C=C(C=CC1Cl)C(CCl)=O (3'-tert.-butyl-2,4'-dichloroacetophenone). Reported procedure: 16 g of 3-tert.-butylsulfamoyl-4-chlorobenzoyl chloride were reacted as prescribed in Example 66b) with a solution of diazomethane in diisopropyl ether, sparingly soluble 3'-tert.-butylsulfamoyl-4'-chlorodiazoacetophenone being separated. The crystals were filtered and converted as prescribed in Example 66b) with concentrated HCl in diethyleneglycol dimethyl ether to yield 3'-tert.-butyl-2,4'-dichloroacetophenone. Colorless crystals, melting point: 159° C. Product: COc1ccc(-c2c(-c3ccccc3C(F)(F)F)oc3ncnc(NCCCCCC(=O)O)c23)cc1. As a reaction SMILES: [CH3:1][O:2][C:3]([CH2:4][CH2:5][CH2:6][CH2:7][CH2:8][NH:9][c:10]1[c:11]2[c:12]([n:13][cH:14][n:15]1)[o:16][c:17](-[c:27]1[c:28]([C:33]([F:34])([F:35])[F:36])[cH:29][cH:30][cH:31][cH:32]1)[c:18]2-[c:19]1[cH:20][cH:21][c:22]([O:25][CH3:26])[cH:23][cH:24]1)=[O:37].[CH3:41][CH2:42][O:43][C:44](=[O:45])[CH3:46].[ClH:40].[Na+:39].[O:47]1[CH2:48][CH2:49][O:50][CH2:51][CH2:52]1.[OH-:38]>>[O:2]=[C:3]([CH2:4][CH2:5][CH2:6][CH2:7][CH2:8][NH:9][c:10]1[c:11]2[c:12]([n:13][cH:14][n:15]1)[o:16][c:17](-[c:27]1[c:28]([C:33]([F:34])([F:35])[F:36])[cH:29][cH:30][cH:31][cH:32]1)[c:18]2-[c:19]1[cH:20][cH:21][c:22]([O:25][CH3:26])[cH:23][cH:24]1)[OH:37]. Reactants: COC(=O)CCCCCNc1ncnc2oc(-c3ccccc3C(F)(F)F)c(-c3ccc(OC)cc3)c12, CCOC(C)=O, Cl, [Na+], C1COCCO1, [OH-].